This data is from the Open Reaction Database (ORD), a public repository of structured organic reaction records. The task is: describe an organic reaction: reactants, conditions, products, and yield Procedure details: The procedure of Example 24 is followed using ethyl 2-phenylquinazoline-4-carboxylate (3.1 g), morpholine (2 ml), a 1.6M solution of butyllithium in hexane (15 ml) and tetrahydrofuran (20 ml) as the starting materials. After recrystallisation from ethanol, 4-[(2-phenylquinazolin-4-yl)-carbonyl]-morpholine (3 g), melting at 148° C., is obtained. Product: C1(=CC=CC=C1)C1=NC2=CC=CC=C2C(=N1)C(=O)N1CCOCC1 (4-[(2-phenylquinazolin-4-yl)-carbonyl]-morpholine). The reactants are C1(=CC=CC=C1)C1=NC2=CC=CC=C2C(=N1)C(=O)OCC (ethyl 2-phenylquinazoline-4-carboxylate), C(CCC)[Li] (butyllithium), N1CCOCC1 (morpholine), solution. Run in CCCCCC (hexane), O1CCCC1 (tetrahydrofuran). As a reaction SMILES: [C:1]1([C:7]2[N:16]=[C:15]([C:17]([O:19]CC)=O)[C:14]3[C:9](=[CH:10][CH:11]=[CH:12][CH:13]=3)[N:8]=2)[CH:6]=[CH:5][CH:4]=[CH:3][CH:2]=1.[NH:22]1[CH2:27][CH2:26][O:25][CH2:24][CH2:23]1.C([Li])CCC>CCCCCC.O1CCCC1>[C:1]1([C:7]2[N:16]=[C:15]([C:17]([N:22]3[CH2:27][CH2:26][O:25][CH2:24][CH2:23]3)=[O:19])[C:14]3[C:9](=[CH:10][CH:11]=[CH:12][CH:13]=3)[N:8]=2)[CH:2]=[CH:3][CH:4]=[CH:5][CH:6]=1.